This data is from the Open Reaction Database (ORD), a public repository of structured organic reaction records. The task is: describe an organic reaction: reactants, conditions, products, and yield Reactants: IC1=NN(C2=NC=CC(=C21)N2CCN(CC2)C(=O)OC(C)(C)C)CC2=CC=C(C=C2)OC (tert-Butyl 4-(3-iodo-1-(4-methoxybenzyl)-1H-pyrazolo[3,4-b]pyridin-4-yl)piperazine-1-carboxylate), Cu(I)I, N1=CC=CC2=CC=C3C=CC=NC3=C12 (1,10-phenanthroline), C(C)(C)(C)OCCO (2-tert-butoxyethanol), [F-].[K+] (KF). Run in C1(=CC=CC=C1)C (toluene), C(C)(=O)OCC (Ethyl acetate). Product: C(C)(C)(C)OCCOC1=NN(C2=NC=CC(=C21)N2CCN(CC2)C(=O)OC(C)(C)C)CC2=CC=C(C=C2)OC (tert-butyl 4-(3-(2-tert-butoxyethoxy)-1-(4-methoxybenzyl)-1H-pyrazolo[3,4-b]pyridin-4-yl)piperazine-1-carboxylate). Yield: 68.0%. Reaction SMILES: I[C:2]1[C:10]2[C:5](=[N:6][CH:7]=[CH:8][C:9]=2[N:11]2[CH2:16][CH2:15][N:14]([C:17]([O:19][C:20]([CH3:23])([CH3:22])[CH3:21])=[O:18])[CH2:13][CH2:12]2)[N:4]([CH2:24][C:25]2[CH:30]=[CH:29][C:28]([O:31][CH3:32])=[CH:27][CH:26]=2)[N:3]=1.N1C2C(=CC=C3C=2N=CC=C3)C=CC=1.[C:47]([O:51][CH2:52][CH2:53][OH:54])([CH3:50])([CH3:49])[CH3:48].[F-].[K+]>C1(C)C=CC=CC=1.C(OCC)(=O)C>[C:47]([O:51][CH2:52][CH2:53][O:54][C:2]1[C:10]2[C:5](=[N:6][CH:7]=[CH:8][C:9]=2[N:11]2[CH2:16][CH2:15][N:14]([C:17]([O:19][C:20]([CH3:23])([CH3:22])[CH3:21])=[O:18])[CH2:13][CH2:12]2)[N:4]([CH2:24][C:25]2[CH:30]=[CH:29][C:28]([O:31][CH3:32])=[CH:27][CH:26]=2)[N:3]=1)([CH3:50])([CH3:49])[CH3:48] |f:3.4|. Reported procedure: tert-Butyl 4-(3-iodo-1-(4-methoxybenzyl)-1H-pyrazolo[3,4-b]pyridin-4-yl)piperazine-1-carboxylate (0.12 g, 0.218 mmol), Cu(I)I (0.0416 g, 0.218 mmol), 1,10-phenanthroline (0.0394 g, 0.218 mmol), 2-tert-butoxyethanol (0.774 g, 6.55 mmol) and KF on Al2O3 (40%; 0.222 g, 1.53 mmol) in toluene (4 mL) were stirred at 120° C. for 40 hours. The reaction was then cooled to room temperature. Ethyl acetate (10 mL) was then added. The reaction was filtered through a pad of celite and concentrated to dryness....